Dataset: the Open Reaction Database (ORD), a public repository of structured organic reaction records. Task: describe an organic reaction: reactants, conditions, products, and yield Starting materials: CO, CC(=O)[O-], [K+], NC1c2ccccc2CC1NC(=O)c1cc2cc(Cl)ccc2[nH]1, O=Cc1cccs1. Yields the product O=C(NC1Cc2ccccc2C1NCc1cccs1)c1cc2cc(Cl)ccc2[nH]1. As a reaction SMILES: [CH3:36][OH:37].[CH3:9][C:10](=[O:11])[O-:12].[K+:8].[NH2:13][CH:14]1[CH:15]([NH:23][C:24](=[O:25])[c:26]2[nH:27][c:28]3[cH:29][cH:30][c:31]([Cl:35])[cH:32][c:33]3[cH:34]2)[CH2:16][c:17]2[cH:18][cH:19][cH:20][cH:21][c:22]21.[s:1]1[c:2]([CH:6]=[O:7])[cH:3][cH:4][cH:5]1>>[s:1]1[c:2]([CH2:6][NH:13][CH:14]2[CH:15]([NH:23][C:24](=[O:25])[c:26]3[nH:27][c:28]4[cH:29][cH:30][c:31]([Cl:35])[cH:32][c:33]4[cH:34]3)[CH2:16][c:17]3[cH:18][cH:19][cH:20][cH:21][c:22]32)[cH:3][cH:4][cH:5]1. The reactants are Z-phenylalaninal, C(C)(=O)O (acetic acid), C(#N)[BH3-].[Na+] (sodium cyanoborohydride), O (water), C(C1=CC=CC=C1)OC(=O)NCC(CC1=CC(=C(C=C1)O)C(C)(C)C)NC(C(C(C)C)NC(=O)OC(C)(C)C)=O (N-[2-(benzoxycarbonylamino)-1-[(3-tert-butyl-4-hydroxyphenyl)methyl]ethyl]-2-(tert-butoxycarbonylamino)-3-methyl butanamide). The solvent is C(Cl)Cl (methylene chloride), C(=O)(C(F)(F)F)O (TFA). Reaction conditions: time 30 minute. Yields the product C(C1=CC=CC=C1)OC(=O)NCC(CC1=CC(=C(C=C1)O)C(C)(C)C)NC(C(C(C)C)NCC(CC1=CC=CC=C1)NC(=O)OCC1=CC=CC=C1)=O (N-[2-benzoxycarbonylamino-1-[(3-tert-butyl-4-hydroxyphenyl)methyl]ethyl]-2-[[2-(benzoxycarbonylamino)-3-phenylpropyl]-amino]-3-methyl butanamide). As a reaction SMILES: [CH2:1]([O:8][C:9]([NH:11][CH2:12][CH:13]([NH:26][C:27](=[O:40])[CH:28]([NH:32]C(OC(C)(C)C)=O)[CH:29]([CH3:31])[CH3:30])[CH2:14][C:15]1[CH:20]=[CH:19][C:18]([OH:21])=[C:17]([C:22]([CH3:25])([CH3:24])[CH3:23])[CH:16]=1)=[O:10])[C:2]1[CH:7]=[CH:6][CH:5]=[CH:4][CH:3]=1.[C:41]([OH:44])(=O)[CH3:42].[C:45]([BH3-])#[N:46].[Na+].[OH2:49]>C(Cl)Cl.C(O)(C(F)(F)F)=O>[CH2:1]([O:8][C:9]([NH:11][CH2:12][CH:13]([NH:26][C:27](=[O:40])[CH:28]([NH:32][CH2:12][CH:13]([NH:46][C:45]([O:44][CH2:41][C:42]1[CH:6]=[CH:7][CH:2]=[CH:3][CH:4]=1)=[O:49])[CH2:14][C:15]1[CH:20]=[CH:19][CH:18]=[CH:17][CH:16]=1)[CH:29]([CH3:31])[CH3:30])[CH2:14][C:15]1[CH:20]=[CH:19][C:18]([OH:21])=[C:17]([C:22]([CH3:23])([CH3:25])[CH3:24])[CH:16]=1)=[O:10])[C:2]1[CH:3]=[CH:4][CH:5]=[CH:6][CH:7]=1 |f:2.3|. Procedure details: To a solution of 436 mg (0.786 mmol) of N-[2-(benzoxycarbonylamino)-1-[(3-tert-butyl-4-hydroxyphenyl)methyl]ethyl]-2-(tert-butoxycarbonylamino)-3-methyl butanamide in methylene chloride (2 ml), TFA (2 ml) was added and the mixture was stirred at room temperature for 30 minutes. The reaction mixture was concentrated under reduced pressure and to the residue, saturated aqueous NaHCO3 was added under cooling with ice and the mixture was extracted with chloroform and washed with saturated brine. The...